From a dataset of the Open Reaction Database (ORD), a public repository of structured organic reaction records. describe an organic reaction: reactants, conditions, products, and yield Starting materials: O=C([O-])O, CCN(C(C)C)C(C)C, ClCCl, CCN=C=NCCCN(C)C, CCOC(C)=O, Cc1cccc(Cl)c1S(=O)(=O)N1CCCCC1CCCC(=O)O, Cl, Cl, Cl, c1cncc(C2(OCCN3CCCC3)CCNCC2)c1, [Na+], O, On1nnc2ccccc21. The product is Cc1cccc(Cl)c1S(=O)(=O)N1CCCCC1CCCC(=O)N1CCC(OCCN2CCCC2)(c2cccnc2)CC1. Reaction SMILES: [C:78](=[O:79])([OH:80])[O-:81].[CH2:12]([N:13]([CH:14]([CH3:15])[CH3:16])[CH:17]([CH3:18])[CH3:19])[CH3:20].[CH2:83]([Cl:84])[Cl:85].[CH3:45][N:46]([CH3:47])[CH2:48][CH2:49][CH2:50][N:51]=[C:52]=[N:53][CH2:54][CH3:55].[CH3:86][CH2:87][O:88][C:89](=[O:90])[CH3:91].[Cl:21][c:22]1[c:23]([S:29](=[O:30])(=[O:31])[N:32]2[CH:33]([CH2:38][CH2:39][CH2:40][C:41](=[O:42])[OH:43])[CH2:34][CH2:35][CH2:36][CH2:37]2)[c:24]([CH3:28])[cH:25][cH:26][cH:27]1.[ClH:44].[ClH:56].[ClH:57].[N:58]1([CH2:63][CH2:64][O:65][C:66]2([c:72]3[cH:73][n:74][cH:75][cH:76][cH:77]3)[CH2:67][CH2:68][NH:69][CH2:70][CH2:71]2)[CH2:59][CH2:60][CH2:61][CH2:62]1.[Na+:82].[OH2:1].[OH:2][n:3]1[c:4]2[cH:5][cH:6][cH:7][cH:8][c:9]2[n:10][n:11]1>>[Cl:21][c:22]1[c:23]([S:29](=[O:30])(=[O:31])[N:32]2[CH:33]([CH2:38][CH2:39][CH2:40][C:41](=[O:42])[N:69]3[CH2:68][CH2:67][C:66]([O:65][CH2:64][CH2:63][N:58]4[CH2:59][CH2:60][CH2:61][CH2:62]4)([c:72]4[cH:73][n:74][cH:75][cH:76][cH:77]4)[CH2:71][CH2:70]3)[CH2:34][CH2:35][CH2:36][CH2:37]2)[c:24]([CH3:28])[cH:25][cH:26][cH:27]1. Reactants: C(C)(C)(C)OC(N(C)C(C)C(NC1=NC(=C(C(=C1)Br)Cl)C#C[Si](C(C)C)(C(C)C)C(C)C)=O)=O (tert-butyl-N-{1-[(4-bromo-5-chloro-6-{2-[tris(propan-2-yl)silyl]ethynyl}-pyridin-2-yl)carbamoyl]ethyl}-N-methylcarbamate), CN1N=CC2=CC=CC(=C12)B(O)O ((1-methyl-1H-indazol-7-yl)boronic acid), C(=O)([O-])[O-].[Na+].[Na+] (Na2CO3), O1CCOCC1 (dioxane). The reagents and catalysts are C1(=CC=CC=C1)P([C-]1C=CC=C1)C1=CC=CC=C1.[C-]1(C=CC=C1)P(C1=CC=CC=C1)C1=CC=CC=C1.[Fe+2] (1,1′-bis(diphenylphosphino)ferrocene), Cl[Pd]Cl (dichloropalladium(II)). The solvent is O (water), O (water). Conditions: temperature 100 celsius, time 4 hour. The product is C(C)(C)(C)OC(N(C)[C@@H](C)C(NC1=NC(=C(C(=C1)C=1C=CC=C2C=NN(C12)C)Cl)C#C[Si](C(C)C)(C(C)C)C(C)C)=O)=O (tert-butyl-N-[(1S)-1-{[5-chloro-4-(1-methyl-1H-indazol-7-yl)-6-{2-[tris(propan-2-yl)silyl]ethynyl}pyridin-2-yl]carbamoyl}ethyl]-N-methylcarbamate). As a reaction SMILES: [C:1]([O:5][C:6](=[O:34])[N:7]([CH:9]([C:11](=[O:33])[NH:12][C:13]1[CH:18]=[C:17](Br)[C:16]([Cl:20])=[C:15]([C:21]#[C:22][Si:23]([CH:30]([CH3:32])[CH3:31])([CH:27]([CH3:29])[CH3:28])[CH:24]([CH3:26])[CH3:25])[N:14]=1)[CH3:10])[CH3:8])([CH3:4])([CH3:3])[CH3:2].[CH3:35][N:36]1[C:44]2[C:39](=[CH:40][CH:41]=[CH:42][C:43]=2B(O)O)[CH:38]=[N:37]1.C([O-])([O-])=O.[Na+].[Na+].O1CCOCC1>O.C1(P(C2C=CC=CC=2)[C-]2C=CC=C2)C=CC=CC=1.[C-]1(P(C2C=CC=CC=2)C2C=CC=CC=2)C=CC=C1.[Fe+2].Cl[Pd]Cl>[C:1]([O:5][C:6](=[O:34])[N:7]([C@H:9]([C:11](=[O:33])[NH:12][C:13]1[CH:18]=[C:17]([C:43]2[CH:42]=[CH:41][CH:40]=[C:39]3[C:44]=2[N:36]([CH3:35])[N:37]=[CH:38]3)[C:16]([Cl:20])=[C:15]([C:21]#[C:22][Si:23]([CH:30]([CH3:32])[CH3:31])([CH:27]([CH3:29])[CH3:28])[CH:24]([CH3:26])[CH3:25])[N:14]=1)[CH3:10])[CH3:8])([CH3:4])([CH3:3])[CH3:2] |f:2.3.4,7.8.9|. Procedure details: 1,1′-bis(diphenylphosphino)ferrocene]dichloropalladium(II) (20 mg, 0.03 mmol) is added to a mixture of tert-butyl-N-{1-[(4-bromo-5-chloro-6-{2-[tris(propan-2-yl)silyl]ethynyl}-pyridin-2-yl)carbamoyl]ethyl}-N-methylcarbamate C2 (82 mg, 0.14 mmol), (1-methyl-1H-indazol-7-yl)boronic acid (24 mg, 0.14 mmol), Na2CO3 (44 mg, 0.42 mmol), dioxane (0.8 ml) and water (0.2 ml) under argon atmosphere and stirred at 100° C. for 4 h. The mixture is diluted with water (10 ml) and extracted with EtOAc. The comb... As a reaction SMILES: [C:1]([CH3:2])(=[O:3])[C:4]12[CH2:5][C:6]3([C:13](=[O:14])[O:15][CH3:16])[CH2:7][CH:8]1[CH2:9][CH:10]([CH2:11]2)[CH2:12]3.[CH2:17]([CH2:18][OH:19])[OH:20].[Na+:25].[O-:21][C:22]([OH:23])=[O:24].[cH:26]1[cH:27][cH:28][cH:29][cH:30][cH:31]1>>[C:1]1([CH3:2])([C:4]23[CH2:5][C:6]4([C:13](=[O:14])[O:15][CH3:16])[CH2:7][CH:8]2[CH2:9][CH:10]([CH2:11]3)[CH2:12]4)[O:3][CH2:17][CH2:18][O:19]1. Yields the product COC(=O)C12CC3CC(C1)C(C1(C)OCCO1)(C3)C2. Reactants: COC(=O)C12CC3CC(C1)C(C(C)=O)(C3)C2, OCCO, [Na+], O=C([O-])O, c1ccccc1. The solvent is O (water). RXN SMILES: Cl[C:2]1[C:7]([C:8]([F:11])([F:10])[F:9])=[CH:6][C:5]([N+:12]([O-])=O)=[CH:4][C:3]=1[N+:15]([O-])=O.[OH:18][CH2:19][CH:20]1[CH2:25][CH2:24][CH2:23][CH2:22][O:21]1.[OH-].[Na+]>O>[O:21]1[CH2:22][CH2:23][CH2:24][CH2:25][CH:20]1[CH2:19][O:18][C:2]1[C:7]([C:8]([F:11])([F:10])[F:9])=[CH:6][C:5]([NH2:12])=[CH:4][C:3]=1[NH2:15] |f:2.3|. Reported procedure: 27 g of 4-chloro-5-trifluoromethyl-1,3-dinitrobenzene are initially introduced into 36 g of 2-hydroxymethyltetrahydropyran, and 8.8 g of 50 percent strength aqueous sodium hydroxide solution are added at 45° C. in the course of 30 minutes. The mixture is then subsequently stirred at 45° for one hour and 30 ml of water are added. The oil which has separated out is separated off, washed twice with 20 ml of water each time and dried. This gives 18.3 g (53% of the theoretical value) of yellow oil. Yields the product O1C(CCCC1)COC1=C(C=C(C=C1C(F)(F)F)N)N (4-((2-tetrahydropyrylmethyl)oxy)-5-trifluoromethyl-1,3-diaminobenzene). The reactants are ClC1=C(C=C(C=C1C(F)(F)F)[N+](=O)[O-])[N+](=O)[O-] (4-chloro-5-trifluoromethyl-1,3-dinitrobenzene), OCC1OCCCC1 (2-hydroxymethyltetrahydropyran), [OH-].[Na+] (sodium hydroxide). Conditions: time 1 hour. The reactants are CCC1c2cc(C)c3[nH]c(=O)c(C)cc3c2OC1CBr, CN(C)C=O, [N-]=[N+]=[N-], [Na+]. Yields the product CCC1c2cc(C)c3[nH]c(=O)c(C)cc3c2OC1CN=[N+]=[N-]. As a reaction SMILES: [Br:1][CH2:2][CH:3]1[CH:4]([CH2:19][CH3:20])[c:5]2[c:6]([c:7]3[cH:8][c:9]([CH3:17])[c:10](=[O:16])[nH:11][c:12]3[c:13]([CH3:15])[cH:14]2)[O:18]1.[CH3:25][N:26]([CH3:27])[CH:28]=[O:29].[N-:22]=[N+:23]=[N-:24].[Na+:21]>>[CH2:2]([CH:3]1[CH:4]([CH2:19][CH3:20])[c:5]2[c:6]([c:7]3[cH:8][c:9]([CH3:17])[c:10](=[O:16])[nH:11][c:12]3[c:13]([CH3:15])[cH:14]2)[O:18]1)[N:22]=[N+:23]=[N-:24]. Reactants: C(C)(C)C1=C(C(=CC=C1)C(C)C)N=C=O (2,6-diisopropylphenyl isocyanate), N[C@@H](C)C(=O)N[C@@H]1C(N(C2=C(C(=N1)C1=CC=CC=C1)C=CC=C2)C)=O ((S)-3-[(L-alaninyl)]amino-2,3-dihydro-1-methyl-5-phenyl-1H-1,4-benzodiazepin-2-one). Yields the product C(C)(C)C1=C(C(=CC=C1)C(C)C)NC(=O)N[C@@H](C)C(=O)NC1C(N(C2=C(C(=N1)C1=CC=CC=C1)C=CC=C2)C)=O ((N′-((2,6-Diisopropylphenyl)aminocarbonyl)-L-alaninyl-]amino-2,3-dihydro-1-methyl-5-phenyl-1H-1,4-benzodiazepin-2-one). As a reaction SMILES: [CH:1]([C:4]1[CH:9]=[CH:8][CH:7]=[C:6]([CH:10]([CH3:12])[CH3:11])[C:5]=1[N:13]=[C:14]=[O:15])([CH3:3])[CH3:2].[NH2:16][C@H:17]([C:19]([NH:21][C@H:22]1[N:28]=[C:27]([C:29]2[CH:34]=[CH:33][CH:32]=[CH:31][CH:30]=2)[C:26]2[CH:35]=[CH:36][CH:37]=[CH:38][C:25]=2[N:24]([CH3:39])[C:23]1=[O:40])=[O:20])[CH3:18]>>[CH:1]([C:4]1[CH:9]=[CH:8][CH:7]=[C:6]([CH:10]([CH3:11])[CH3:12])[C:5]=1[NH:13][C:14]([NH:16][C@H:17]([C:19]([NH:21][CH:22]1[N:28]=[C:27]([C:29]2[CH:34]=[CH:33][CH:32]=[CH:31][CH:30]=2)[C:26]2[CH:35]=[CH:36][CH:37]=[CH:38][C:25]=2[N:24]([CH3:39])[C:23]1=[O:40])=[O:20])[CH3:18])=[O:15])([CH3:2])[CH3:3]. Procedure details: Following General Procedure (5-A1) using 2,6-diisopropylphenyl isocyanate and (S)-3-[(L-alaninyl)]amino-2,3-dihydro-1-methyl-5-phenyl-1H-1,4-benzodiazepin-2-one, as described in Example 8-B above, the title compound was prepared. The molecular weight as determined by mass spectrometry (FD) was: 539 (M+H).